From a dataset of the Open Reaction Database (ORD), a public repository of structured organic reaction records. describe an organic reaction: reactants, conditions, products, and yield Reactants: BrC(C(=O)O)C(F)(F)F (2-bromo-3,3,3-trifluoropropanoic acid), S(=O)(Cl)Cl (thionyl chloride). The product is BrC(C(=O)Cl)C(F)(F)F (2-bromo-3,3,3-trifluoropropanoic acid chloride). As a reaction SMILES: [Br:1][CH:2]([C:6]([F:9])([F:8])[F:7])[C:3](O)=[O:4].S(Cl)([Cl:12])=O>>[Br:1][CH:2]([C:6]([F:9])([F:8])[F:7])[C:3]([Cl:12])=[O:4]. Procedure details: A solution of 2-bromo-3,3,3-trifluoropropanoic acid (5 g.) in thionyl chloride (5 ml.) is refluxed in the steam bath for two hours. The excess thionyl chloride is removed in vacuo, and the residue distilled under reduced pressure to yield 2-bromo-3,3,3-trifluoropropanoic acid chloride. The reactants are COc1cc2nccc(Oc3ccc(CC(=O)O)cc3)c2cc1OC, CCN=C=NCCCN(C)C, CCN(C(C)C)C(C)C, Cl, Nc1ccon1, CN(C)C=O, [O-][n+]1ccccc1O. Product: COc1cc2nccc(Oc3ccc(CC(=O)Nc4ccon4)cc3)c2cc1OC. As a reaction SMILES: [CH3:21][O:22][c:23]1[cH:24][c:25]2[c:26]([O:35][c:36]3[cH:37][cH:38][c:39]([CH2:42][C:43](=[O:44])[OH:45])[cH:40][cH:41]3)[cH:27][cH:28][n:29][c:30]2[cH:31][c:32]1[O:33][CH3:34].[CH3:2][N:3]([CH3:4])[CH2:5][CH2:6][CH2:7][N:8]=[C:9]=[N:10][CH2:11][CH3:12].[CH:52]([N:53]([CH:54]([CH3:55])[CH3:56])[CH2:57][CH3:58])([CH3:59])[CH3:60].[ClH:1].[NH2:46][c:47]1[n:48][o:49][cH:50][cH:51]1.[O:61]=[CH:62][N:63]([CH3:64])[CH3:65].[OH:13][c:14]1[cH:15][cH:16][cH:17][cH:18][n+:19]1[O-:20]>>[CH3:21][O:22][c:23]1[cH:24][c:25]2[c:26]([O:35][c:36]3[cH:37][cH:38][c:39]([CH2:42][C:43](=[O:45])[NH:46][c:47]4[n:48][o:49][cH:50][cH:51]4)[cH:40][cH:41]3)[cH:27][cH:28][n:29][c:30]2[cH:31][c:32]1[O:33][CH3:34].